Dataset: the Open Reaction Database (ORD), a public repository of structured organic reaction records. Task: describe an organic reaction: reactants, conditions, products, and yield Starting materials: [Al+3], CNC(=O)CCC1CC=CCC1, [H-], [H-], [H-], [H-], [Li+], C1CCOC1. Product: CNCCCC1CC=CCC1. RXN SMILES: [Al+3:14].[CH:1]1([CH2:7][CH2:8][C:9](=[O:10])[NH:11][CH3:12])[CH2:2][CH:3]=[CH:4][CH2:5][CH2:6]1.[H-:13].[H-:16].[H-:17].[H-:18].[Li+:15].[O:19]1[CH2:20][CH2:21][CH2:22][CH2:23]1>>[CH:1]1([CH2:7][CH2:8][CH2:9][NH:11][CH3:12])[CH2:2][CH:3]=[CH:4][CH2:5][CH2:6]1. Reactants: Cl.Cl.FC1=C(C=CC=C1)[C@@H](CNC)CCN1CC(C1)N1CCOCC1 ([(2S)-2-(Fluorophenyl)-4-(3-morpholin-4-ylazetidin-1-yl)butyl]methylamine dihydrochloride), BrC=1C=C(C(=O)O)C=C(C1)Br (3,5-dibromobenzoic acid), CCN(C(C)C)C(C)C (DIPEA), CN(C)C(=[N+](C)C)ON1C2=C(C=CC=C2)N=N1.[B-](F)(F)(F)F (TBTU). The solvent is CN(C)C=O (DMF), resultant solution. Reaction conditions: time 2 hour. The product is Cl.Cl.BrC=1C=C(C(=O)N(C)C[C@@H](CCN2CC(C2)N2CCOCC2)C2=CC=C(C=C2)F)C=C(C1)Br (3,5-Dibromo-N-[(2S)-2-(4-fluorophenyl)-4-(3-morpholin-4-ylazetidin-1-yl)butyl]-N-methylbenzamide dihydrochloride). Yield: 119.7%. As a reaction SMILES: [ClH:1].Cl.F[C:4]1[CH:9]=[CH:8][CH:7]=[CH:6][C:5]=1[C@H:10]([CH2:14][CH2:15][N:16]1[CH2:19][CH:18]([N:20]2[CH2:25][CH2:24][O:23][CH2:22][CH2:21]2)[CH2:17]1)[CH2:11][NH:12][CH3:13].[Br:26][C:27]1[CH:28]=[C:29]([CH:33]=[C:34]([Br:36])[CH:35]=1)[C:30]([OH:32])=O.CCN(C(C)C)C(C)C.CN(C(ON1N=NC2C=CC=CC1=2)=[N+](C)C)C.[B-](F)(F)(F)[F:64]>CN(C=O)C>[ClH:1].[ClH:1].[Br:36][C:34]1[CH:33]=[C:29]([CH:28]=[C:27]([Br:26])[CH:35]=1)[C:30]([N:12]([CH2:11][C@H:10]([C:5]1[CH:6]=[CH:7][C:8]([F:64])=[CH:9][CH:4]=1)[CH2:14][CH2:15][N:16]1[CH2:19][CH:18]([N:20]2[CH2:25][CH2:24][O:23][CH2:22][CH2:21]2)[CH2:17]1)[CH3:13])=[O:32] |f:0.1.2,5.6,8.9.10|. Procedure: [(2S)-2-(Fluorophenyl)-4-(3-morpholin-4-ylazetidin-1-yl)butyl]methylamine dihydrochloride (see Method 4; 292 mg, 0.68 mmol), 3,5-dibromobenzoic acid (215 mg, 0.77 mmol) and DIPEA (350 mg, 2.71 mmol) were dissolved in DMF (20 mL) and to the resultant solution was added TBTU (250 mg, 0.78 mmol) at 0° C. The mixture was stirred at RT for 2 h and then the solvent was removed by evaporation. The residue was diluted with ethyl acetate and then washed thrice with an aqueous solution of NaHCO3. The orga... Starting materials: O=C[C@H](O)[C@@H](O)[C@@H](O)CO (L-arabinose), O=C[C@H](O)[C@@H](O)[C@@H](O)[C@H](O)CO (galactose), O=C[C@H](O)[C@@H](O)[C@@H](O)CO (L-arabinose). Product: O=C[C@H](O)[C@@H](O)[C@H](O)CO (D-xylose). Reaction SMILES: [O:1]=[CH:2][C@@H:3]([C@H:5]([C@H:7]([CH2:9][OH:10])[OH:8])[OH:6])[OH:4].O=C[C@@H]([C@H]([C@H]([C@@H](CO)O)O)O)O>>[O:1]=[CH:2][C@@H:3]([C@H:5]([C@@H:7]([CH2:9][OH:10])[OH:8])[OH:6])[OH:4]. Procedure: In a preferred embodiment, the mixture fed onto the SMB comprises from about 5 wt. % to about 85 wt. % of a mixture of D-xylose and L-arabinose. Still further, the at least two components fed onto the SMB comprise D-xylose and L-arabinose. Still further, after the separation step L-arabinose is present in one eluent fraction at from about 85 wt. % to about 100 wt. %. Still further preferably, minor components, eg., galactose, are allowed to go into the D-xylose fraction, thereby providing an L-a... Reactants: C(CCC)C1=CC=C(C=C1)CCCN1C(=CC=C1C)C1=CC=C(C=C1)O (4-{1-[3-(4-butylphenyl)propan-1-yl]-5-methyl-1H-pyrrol-2-yl}phenol), O[C@H](C(=O)OCC)CC1=CC=CC=C1 (ethyl (S)-2-hydroxy-3-phenylpropanoate), C1(=CC=CC=C1)P(C1=CC=CC=C1)C1=CC=CC=C1 (triphenylphosphine), N(=NC(=O)OCC)C(=O)OCC (diethyl azodicarboxylate). Product: C(CCC)C1=CC=C(C=C1)CCCN1C(=CC=C1C)C1=CC=C(O[C@@H](C(=O)OCC)CC2=CC=CC=C2)C=C1 (Ethyl (2R)-2-(4-{1-[3-(4-butylphenyl)propan-1-yl]-5-methyl-1H-pyrrol-2-yl}phenoxy)-3-phenylpropanoate). Solvent: C1(=CC=CC=C1)C (toluene), O (water). Reported procedure: A solution of 4-{1-[3-(4-butylphenyl)propan-1-yl]-5-methyl-1H-pyrrol-2-yl}phenol (880 mg, 2.53 mmol), ethyl (S)-2-hydroxy-3-phenylpropanoate (492 mg, 2.53 mmol), triphenylphosphine (665 mg, 2.54 mmol) and diethyl azodicarboxylate (442 mg, 2.54 mmol) in toluene (30 ml) was refluxed for 20 hours under heating. The residue was poured into water, extracted with ethyl acetate, washed with saturated brine and dried over magnesium sulfate anhydride. The solvent was removed under reduced pressure and th... Reaction SMILES: [CH2:1]([C:5]1[CH:10]=[CH:9][C:8]([CH2:11][CH2:12][CH2:13][N:14]2[C:18]([CH3:19])=[CH:17][CH:16]=[C:15]2[C:20]2[CH:25]=[CH:24][C:23]([OH:26])=[CH:22][CH:21]=2)=[CH:7][CH:6]=1)[CH2:2][CH2:3][CH3:4].O[C@@H:28]([CH2:34][C:35]1[CH:40]=[CH:39][CH:38]=[CH:37][CH:36]=1)[C:29]([O:31][CH2:32][CH3:33])=[O:30].C1(P(C2C=CC=CC=2)C2C=CC=CC=2)C=CC=CC=1.N(C(OCC)=O)=NC(OCC)=O>C1(C)C=CC=CC=1.O>[CH2:1]([C:5]1[CH:6]=[CH:7][C:8]([CH2:11][CH2:12][CH2:13][N:14]2[C:18]([CH3:19])=[CH:17][CH:16]=[C:15]2[C:20]2[CH:25]=[CH:24][C:23]([O:26][C@H:28]([CH2:34][C:35]3[CH:36]=[CH:37][CH:38]=[CH:39][CH:40]=3)[C:29]([O:31][CH2:32][CH3:33])=[O:30])=[CH:22][CH:21]=2)=[CH:9][CH:10]=1)[CH2:2][CH2:3][CH3:4]. Yield: 33.0%. Starting materials: CN=C=S, CCO, O=Cc1ccccc1O, Cl, NCCS, [Na+], [OH-]. Product: CNC(=S)N1CCSC1c1ccccc1O. As a reaction SMILES: [CH3:17][N:18]=[C:19]=[S:20].[CH3:21][CH2:22][OH:23].[CH:8](=[O:9])[c:10]1[cH:11][cH:12][cH:13][cH:14][c:15]1[OH:16].[ClH:1].[NH2:2][CH2:3][CH2:4][SH:5].[Na+:7].[OH-:6]>>[N:2]1([C:19]([NH:18][CH3:17])=[S:20])[CH2:3][CH2:4][S:5][CH:8]1[c:10]1[cH:11][cH:12][cH:13][cH:14][c:15]1[OH:16]. Reactants: COC(=O)CCc1csc(Nc2ncc(Br)cc2Sc2ccccc2)n1, C1CCOC1, [Na+], [OH-], O. The product is O=C(O)CCc1csc(Nc2ncc(Br)cc2Sc2ccccc2)n1. Reaction SMILES: [Br:1][c:2]1[cH:3][c:4]([S:20][c:21]2[cH:22][cH:23][cH:24][cH:25][cH:26]2)[c:5]([NH:8][c:9]2[s:10][cH:11][c:12]([CH2:14][CH2:15][C:16](=[O:17])[O:18][CH3:19])[n:13]2)[n:6][cH:7]1.[CH2:30]1[O:31][CH2:32][CH2:33][CH2:34]1.[Na+:29].[OH-:28].[OH2:27]>>[Br:1][c:2]1[cH:3][c:4]([S:20][c:21]2[cH:22][cH:23][cH:24][cH:25][cH:26]2)[c:5]([NH:8][c:9]2[s:10][cH:11][c:12]([CH2:14][CH2:15][C:16](=[O:17])[OH:18])[n:13]2)[n:6][cH:7]1. Reactants: CC(=O)[O-], CC(=O)O, N=C1NC(=N)c2c(Cl)c(Cl)c(Cl)c(Cl)c21, [Na+], O=C1NC(=S)CS1. The product is N=C1NC(=C2SC(=O)NC2=S)c2c(Cl)c(Cl)c(Cl)c(Cl)c21. Reaction SMILES: [CH3:24][C:25](=[O:26])[O-:27].[CH3:28][C:29](=[O:30])[OH:31].[Cl:1][c:2]1[c:3]2[c:7]([c:8]([Cl:13])[c:9]([Cl:12])[c:10]1[Cl:11])[C:6](=[NH:14])[NH:5][C:4]2=[NH:15].[Na+:23].[O:16]=[C:17]1[S:18][CH2:19][C:20](=[S:22])[NH:21]1>>[Cl:1][c:2]1[c:3]2[c:7]([c:8]([Cl:13])[c:9]([Cl:12])[c:10]1[Cl:11])[C:6](=[NH:14])[NH:5][C:4]2=[C:19]1[S:18][C:17](=[O:16])[NH:21][C:20]1=[S:22]. The reactants are O=C([O-])[O-], C=CCBr, CCOC(C)=O, CN(C)C=O, CON(C)C(=O)NC(=O)c1cnccc1C(F)(F)F, [K+], [K+], O. Product: C=CCN(C(=O)c1cnccc1C(F)(F)F)C(=O)N(C)OC. Reaction SMILES: [C:24](=[O:25])([O-:26])[O-:27].[CH2:1]([CH:2]=[CH2:3])[Br:4].[CH3:30][CH2:31][O:32][C:33](=[O:34])[CH3:35].[CH3:36][N:37]([CH3:38])[CH:39]=[O:40].[CH3:5][N:6]([C:7](=[O:8])[NH:9][C:10](=[O:11])[c:12]1[cH:13][n:14][cH:15][cH:16][c:17]1[C:18]([F:19])([F:20])[F:21])[O:22][CH3:23].[K+:28].[K+:29].[OH2:41]>>[CH2:1]=[CH:2][CH2:3][N:9]([C:7]([N:6]([CH3:5])[O:22][CH3:23])=[O:8])[C:10](=[O:11])[c:12]1[cH:13][n:14][cH:15][cH:16][c:17]1[C:18]([F:19])([F:20])[F:21].